This data is from the Open Reaction Database (ORD), a public repository of structured organic reaction records. The task is: describe an organic reaction: reactants, conditions, products, and yield Starting materials: BrB(Br)Br, COc1cccc(Cn2nc(-c3ccc(Cl)cc3)c3c2CCNCC3)c1, ClCCl, [Na+], O=C([O-])O. The product is Oc1cccc(Cn2nc(-c3ccc(Cl)cc3)c3c2CCNCC3)c1. As a reaction SMILES: [B:27]([Br:28])([Br:29])[Br:30].[Cl:1][c:2]1[cH:3][cH:4][c:5](-[c:8]2[n:9][n:10]([CH2:18][c:19]3[cH:20][c:21]([O:25][CH3:26])[cH:22][cH:23][cH:24]3)[c:11]3[c:17]2[CH2:16][CH2:15][NH:14][CH2:13][CH2:12]3)[cH:6][cH:7]1.[Cl:36][CH2:37][Cl:38].[Na+:35].[O-:31][C:32]([OH:33])=[O:34]>>[Cl:1][c:2]1[cH:3][cH:4][c:5](-[c:8]2[n:9][n:10]([CH2:18][c:19]3[cH:20][c:21]([OH:25])[cH:22][cH:23][cH:24]3)[c:11]3[c:17]2[CH2:16][CH2:15][NH:14][CH2:13][CH2:12]3)[cH:6][cH:7]1. Starting materials: C(C1=CC=CC=C1)N1N=CC2=C(C1=O)C(=C(N2COCC[Si](C)(C)C)C2=CC(=C(C=C2)OC(F)F)OCC2CC2)C2=CC=CC=C2 (5-benzyl-2-(3-cyclopropylmethoxy-4-difluoromethoxyphenyl)-3-phenyl-1-(2-trimethylsilylethoxymethyl)-1,5-dihydropyrrolo[2,3-d]pyridazin-4-one), C1(CC1)OC=1C=C(C=CC1OC(F)F)C1=C(C2=C(C=NN(C2=O)COCC[Si](C)(C)C)N1COCC[Si](C)(C)C)C (2-(3-cyclopropoxy-4-difluoromethoxyphenyl)-3-methyl-1,5-bis(2-trimethylsilylethoxymethyl)-1,5-dihydropyrrolo[2,3-d]pyridazin-4-one). The product is C(C1=CC=CC=C1)N1N=CC2=C(C1=O)C(=C(N2)C2=CC(=C(C=C2)OC(F)F)OCC2CC2)C2=CC=CC=C2 (5-Benzyl-2-(3-cyclopropylmethoxy-4-difluoromethoxyphenyl)-3-phenyl-1,5-dihydropyrrolo[2,3-d]pyridazin-4-one). Yield: 80.5%. RXN SMILES: [CH2:1]([N:8]1[C:13](=[O:14])[C:12]2[C:15]([C:41]3[CH:46]=[CH:45][CH:44]=[CH:43][CH:42]=3)=[C:16]([C:26]3[CH:31]=[CH:30][C:29]([O:32][CH:33]([F:35])[F:34])=[C:28]([O:36][CH2:37][CH:38]4[CH2:40][CH2:39]4)[CH:27]=3)[N:17](COCC[Si](C)(C)C)[C:11]=2[CH:10]=[N:9]1)[C:2]1[CH:7]=[CH:6][CH:5]=[CH:4][CH:3]=1.C1(OC2C=C(C3N(COCC[Si](C)(C)C)C4C=NN(COCC[Si](C)(C)C)C(=O)C=4C=3C)C=CC=2OC(F)F)CC1>>[CH2:1]([N:8]1[C:13](=[O:14])[C:12]2[C:15]([C:41]3[CH:46]=[CH:45][CH:44]=[CH:43][CH:42]=3)=[C:16]([C:26]3[CH:31]=[CH:30][C:29]([O:32][CH:33]([F:34])[F:35])=[C:28]([O:36][CH2:37][CH:38]4[CH2:39][CH2:40]4)[CH:27]=3)[NH:17][C:11]=2[CH:10]=[N:9]1)[C:2]1[CH:3]=[CH:4][CH:5]=[CH:6][CH:7]=1. Reported procedure: Reaction and post treatment were carried out in the same manner as in Example 4-(b) except for using 328 mg (0.501 mmol) of 5-benzyl-2-(3-cyclopropylmethoxy-4-difluoromethoxyphenyl)-3-phenyl-1-(2-trimethylsilylethoxymethyl)-1,5-dihydropyrrolo[2,3-d]pyridazin-4-one obtained in Example 38-(d) in place of 2-(3-cyclopropoxy-4-difluoromethoxyphenyl)-3-methyl-1,5-bis(2-trimethylsilylethoxymethyl)-1,5-dihydropyrrolo[2,3-d]pyridazin-4-one, whereby 207 mg of the title compound was obtained as a white sol... The reactants are C12(CC3CC(CC(C1)C3)C2)O (1-Adamantanol), C(C=C)(=O)Cl (acrylic acid chloride). Product: C(C=C)(=O)OC12CC3CC(CC(C1)C3)C2 (adamantyl acrylate). RXN SMILES: [C:1]12([OH:11])[CH2:10][CH:5]3[CH2:6][CH:7]([CH2:9][CH:3]([CH2:4]3)[CH2:2]1)[CH2:8]2.[C:12](Cl)(=[O:15])[CH:13]=[CH2:14]>>[C:12]([O:11][C:1]12[CH2:8][CH:7]3[CH2:6][CH:5]([CH2:4][CH:3]([CH2:9]3)[CH2:2]1)[CH2:10]2)(=[O:15])[CH:13]=[CH2:14]. Procedure details: 1-Adamantanol and acrylic acid chloride were subjected to desalting reaction by using a basic catalyst to obtain adamantyl acrylate (Compound (III-h)). Starting materials: C(CCC)[Sn](C=1SC=CN1)(CCCC)CCCC (2-tributylstannylthiazole), C(C1=CC=CC=C1)[C@@H]([C@H](C[C@H](CC1=CC=C(C=C1)Br)NC(=O)OCC1=CC=CC=C1)O[Si](C)(C)C(C)(C)C)NC(OC(C)(C)C)=O (tert-butyl(1S,2S,4S)-1-benzyl-4-{[benzyloxycarbonyl]amino}-5-(4-bromophenyl)-2-{[tert-butyl(dimethyl)silyl]oxy}pentylcarbamate). The reagents and catalysts are [Ag-]=O (silver(I) oxide), C=1C=CC(=CC1)[P](C=2C=CC=CC2)(C=3C=CC=CC3)[Pd]([P](C=4C=CC=CC4)(C=5C=CC=CC5)C=6C=CC=CC6)([P](C=7C=CC=CC7)(C=8C=CC=CC8)C=9C=CC=CC9)[P](C=1C=CC=CC1)(C=1C=CC=CC1)C=1C=CC=CC1 (tetrakis(triphenylphosphine)palladium). The solvent is CN(C=O)C (N,N-dimethylformamide), C(Cl)(Cl)Cl (chloroform). The product is N[C@H](C[C@@H]([C@H](CC1=CC=CC=C1)NC(OC(C)(C)C)=O)O[Si](C)(C)C(C)(C)C)CC1=CC=C(C=C1)C=1SC=CN1 (tert-butyl(1S,2S,4S)-4-amino-1-benzyl-2-{[tert-butyl(dimethyl)silyl]oxy}-5-[4-(1,3-thiazol-2-yl)phenyl]pentylcarbamate). Isolated yield 130.1%. As a reaction SMILES: [CH2:1]([C@H:8]([NH:39][C:40](=[O:46])[O:41][C:42]([CH3:45])([CH3:44])[CH3:43])[C@@H:9]([O:31][Si:32]([C:35]([CH3:38])([CH3:37])[CH3:36])([CH3:34])[CH3:33])[CH2:10][C@@H:11]([NH:20]C(OCC1C=CC=CC=1)=O)[CH2:12][C:13]1[CH:18]=[CH:17][C:16](Br)=[CH:15][CH:14]=1)[C:2]1[CH:7]=[CH:6][CH:5]=[CH:4][CH:3]=1.C([Sn](CCCC)(CCCC)[C:52]1[S:53][CH:54]=[CH:55][N:56]=1)CCC>CN(C)C=O.C(Cl)(Cl)Cl.[Ag-]=O.C1C=CC([P]([Pd]([P](C2C=CC=CC=2)(C2C=CC=CC=2)C2C=CC=CC=2)([P](C2C=CC=CC=2)(C2C=CC=CC=2)C2C=CC=CC=2)[P](C2C=CC=CC=2)(C2C=CC=CC=2)C2C=CC=CC=2)(C2C=CC=CC=2)C2C=CC=CC=2)=CC=1>[NH2:20][C@@H:11]([CH2:12][C:13]1[CH:14]=[CH:15][C:16]([C:52]2[S:53][CH:54]=[CH:55][N:56]=2)=[CH:17][CH:18]=1)[CH2:10][C@H:9]([O:31][Si:32]([C:35]([CH3:37])([CH3:38])[CH3:36])([CH3:34])[CH3:33])[C@@H:8]([NH:39][C:40](=[O:46])[O:41][C:42]([CH3:43])([CH3:44])[CH3:45])[CH2:1][C:2]1[CH:7]=[CH:6][CH:5]=[CH:4][CH:3]=1 |^1:79,81,100,119|. Procedure: To a solution containing the product from Example 92D (0.050 g, 0.070 mmol) in N,N-dimethylformamide (1.8 mL) were added silver(I) oxide (0.016 g, 0.070 mmol), tetrakis(triphenylphosphine)palladium (0.004 g, 0.003 mmol), and 2-tributylstannylthiazole (0.126 g, 0.337 mmol), and the mixture was irradiated at 60 W in a microwave (internal temperature reached 100° C.) for 2 minutes. The mixture was then irradiated at 200 W in a microwave (internal temperature reached 100° C.) for 4 minutes The react... Reactants: C(#N)C=1C(=NSC1NC(C(C)C)=O)OCCC (N-(4-cyano-3-propoxy-5-isothiazolyl)-2-methylpropanamide), O (water), [OH-].[NH4+] (ammonium hydroxide). Reaction SMILES: [C:1]([C:3]1[C:4]([O:14][CH2:15][CH2:16][CH3:17])=[N:5][S:6][C:7]=1[NH:8][C:9](=[O:13])[CH:10]([CH3:12])[CH3:11])#[N:2].[OH2:18].[OH-].[NH4+]>S(=O)(=O)(O)O>[C:1]([C:3]1[C:4]([O:14][CH2:15][CH2:16][CH3:17])=[N:5][S:6][C:7]=1[NH:8][C:9](=[O:13])[CH:10]([CH3:11])[CH3:12])(=[O:18])[NH2:2] |f:2.3|. Solvent: S(O)(O)(=O)=O (sulfuric acid). The product is C(N)(=O)C=1C(=NSC1NC(C(C)C)=O)OCCC (N-(4-carbamoyl-3-propoxy-5-isothiazolyl)-2-methylpropanamide). Reported procedure: A mixture of 8.6 g of N-(4-cyano-3-propoxy-5-isothiazolyl)-2-methylpropanamide, from Example VII, in 20 ml of concentrated sulfuric acid was heated at 50° for 1 hour. Thin-layer chromatographic analysis indicated that the reaction was complete. The reaction mixture was poured into 200 ml of cold water. The solution was neutralized with ammonium hydroxide. The resulting precipitate was collected by filtration. The dried solid was recrystallized from toluene to give 7.7 g of N-(4-carbamoyl-3-propo...